This data is from the Open Reaction Database (ORD), a public repository of structured organic reaction records. The task is: describe an organic reaction: reactants, conditions, products, and yield Reactants: C(C)(C)(C)OC(=O)N1CC(CC1)(C1CC(=NO1)C1=CC=C(C=C1)OCC1=CC(=NC2=CC=CC=C12)C)CC(=O)OCC (3-ethoxycarbonylmethyl-3-{3-[4-(2-methyl-quinolin-4-ylmethoxy)-phenyl]-4,5-dihydro-isoxazol-5-yl}-pyrrolidine-1-carboxylic acid tert-butyl ester), C(=O)(C(F)(F)F)O (TFA). Run in C(Cl)Cl (methylene chloride). Run at time 2 hour. Yields the product C(C)OC(CC1(CNCC1)C1CC(=NO1)C1=CC=C(C=C1)OCC1=CC(=NC2=CC=CC=C12)C)=O ((3-{3-[4-(2-methyl-quinolin-4-ylmethoxy)-phenyl]-4,5-dihydro-isoxazol-5-yl}-pyrrolidin-3-yl)-acetic acid ethyl ester). As a reaction SMILES: C(OC([N:8]1[CH2:12][CH2:11][C:10]([CH2:37][C:38]([O:40][CH2:41][CH3:42])=[O:39])([CH:13]2[O:17][N:16]=[C:15]([C:18]3[CH:23]=[CH:22][C:21]([O:24][CH2:25][C:26]4[C:35]5[C:30](=[CH:31][CH:32]=[CH:33][CH:34]=5)[N:29]=[C:28]([CH3:36])[CH:27]=4)=[CH:20][CH:19]=3)[CH2:14]2)[CH2:9]1)=O)(C)(C)C.C(O)(C(F)(F)F)=O>C(Cl)Cl>[CH2:41]([O:40][C:38](=[O:39])[CH2:37][C:10]1([CH:13]2[O:17][N:16]=[C:15]([C:18]3[CH:19]=[CH:20][C:21]([O:24][CH2:25][C:26]4[C:35]5[C:30](=[CH:31][CH:32]=[CH:33][CH:34]=5)[N:29]=[C:28]([CH3:36])[CH:27]=4)=[CH:22][CH:23]=3)[CH2:14]2)[CH2:11][CH2:12][NH:8][CH2:9]1)[CH3:42]. Reported procedure: The intermediate 3-ethoxycarbonylmethyl-3-{3-[4-(2-methyl-quinolin-4-ylmethoxy)-phenyl]-4,5-dihydro-isoxazol-5-yl}-pyrrolidine-1-carboxylic acid tert-butyl ester (0.35 g, 0.61 mmol) from example 41 was dissolved in methylene chloride (5 mL) and TFA (3 mL) under nitrogen atmosphere at room temperature. The reaction was stirred for 2 h and was concentrated in vacuo to give (3-{3-[4-(2-methyl-quinolin-4-ylmethoxy)-phenyl]-4,5-dihydro-isoxazol-5-yl}-pyrrolidin-3-yl)-acetic acid ethyl ester as a crud... RXN SMILES: [CH3:31][CH2:32][O:33][CH2:34][CH3:35].[CH3:36][C:37](=[O:38])[OH:39].[Cl:2][c:3]1[cH:4][c:5]([F:30])[c:6]([C:19]23[C:20](=[O:21])[NH:22][C:23](=[O:29])[CH:24]2[CH2:25][CH2:26][CH2:27][CH2:28]3)[cH:7][c:8]1[O:9][c:10]1[cH:11][cH:12][c:13]([N+:16]([O-:17])=[O:18])[cH:14][cH:15]1.[Fe:40].[OH2:1]>>[Cl:2][c:3]1[cH:4][c:5]([F:30])[c:6]([C:19]23[C:20](=[O:21])[NH:22][C:23](=[O:29])[CH:24]2[CH2:25][CH2:26][CH2:27][CH2:28]3)[cH:7][c:8]1[O:9][c:10]1[cH:11][cH:12][c:13]([NH2:16])[cH:14][cH:15]1. Product: Nc1ccc(Oc2cc(C34CCCCC3C(=O)NC4=O)c(F)cc2Cl)cc1. Reactants: CCOCC, CC(=O)O, O=C1NC(=O)C2(c3cc(Oc4ccc([N+](=O)[O-])cc4)c(Cl)cc3F)CCCCC12, [Fe], O. The reactants are CC=1OC2=C(N1)C=CC(=C2)B2OC(C(O2)(C)C)(C)C (2-Methyl-6-(4,4,5,5-tetramethyl-1,3,2-dioxaborolan-2-yl)benzo[d]oxazole), ClC=1N=C(C2=C(N1)N(C=C2I)COCC[Si](C)(C)C)Cl (2,4-dichloro-5-iodo-7-((2-(trimethylsilyl)ethoxy)methyl)-7H-pyrrolo[2,3-d]pyrimidine), C([O-])([O-])=O.[Na+].[Na+] (sodium carbonate), ClCCl (dichloromethane). Solvent: O (water), O1CCOCC1 (1,4-dioxane). Conditions: temperature 85 celsius. The product is ClC=1N=C(C2=C(N1)N(C=C2C2=CC1=C(N=C(O1)C)C=C2)COCC[Si](C)(C)C)Cl (6-(2,4-Dichloro-7-((2-(trimethylsilyl)ethoxy)methyl)-7H-pyrrolo[2,3-d]pyrimidin-5-yl)-2-methylbenzo[d]oxazole). Yield: 58.0%. As a reaction SMILES: [CH3:1][C:2]1[O:3][C:4]2[CH:10]=[C:9](B3OC(C)(C)C(C)(C)O3)[CH:8]=[CH:7][C:5]=2[N:6]=1.[Cl:20][C:21]1[N:22]=[C:23]([Cl:39])[C:24]2[C:29](I)=[CH:28][N:27]([CH2:31][O:32][CH2:33][CH2:34][Si:35]([CH3:38])([CH3:37])[CH3:36])[C:25]=2[N:26]=1.C(=O)([O-])[O-].[Na+].[Na+].ClCCl>O.O1CCOCC1>[Cl:20][C:21]1[N:22]=[C:23]([Cl:39])[C:24]2[C:29]([C:9]3[CH:8]=[CH:7][C:5]4[N:6]=[C:2]([CH3:1])[O:3][C:4]=4[CH:10]=3)=[CH:28][N:27]([CH2:31][O:32][CH2:33][CH2:34][Si:35]([CH3:37])([CH3:36])[CH3:38])[C:25]=2[N:26]=1 |f:2.3.4|. Reported procedure: 2-Methyl-6-(4,4,5,5-tetramethyl-1,3,2-dioxaborolan-2-yl)benzo[d]oxazole (1 equiv), 2,4-dichloro-5-iodo-7-((2-(trimethylsilyl)ethoxy)methyl)-7H-pyrrolo[2,3-d]pyrimidine (1 equiv), sodium carbonate (3 equiv) and [1,1′-bis(diphenylphosphino)ferrocene]-dichloropalladium(II) complex with dichloromethane (0.04 equiv) were combined in a 5:1 mixture of 1,4-dioxane and water (0.27 M). The mixture was heated to 85° C. for 1.5 h. The crude product was purified on silica gel (0-10% ethyl acetate in petroleu... Reactants: aqueous solution, [OH-].[Na+] (sodium hydroxide), S1C(=CC=C1)C(=O)Cl (2-thiophenecarbonyl chloride), aqueous solution, [OH-].C(C1=CC=CC=C1)[N+](C)(C)C (benzyltrimethylammonium hydroxide), ClC1=CC=C(C(N)=NO)C=C1 (4-chlorobenzamidoxime). Run in O (water), O (water), CC1OCCC1 (2-methyltetrahydrofuran). Reaction conditions: temperature 50 celsius. Yields the product ClC1=CC=C(C=C1)C1=NOC(=N1)C=1SC=CC1 (3-(4-chlorophenyl)-5-(2-thienyl)-1,2,4-oxadiazole). Yield: 86.2%. As a reaction SMILES: [Cl:1][C:2]1[CH:11]=[CH:10][C:5]([C:6](=[N:8][OH:9])[NH2:7])=[CH:4][CH:3]=1.[OH-].C([N+](C)(C)C)C1C=CC=CC=1.[OH-].[Na+].[S:26]1[CH:30]=[CH:29][CH:28]=[C:27]1[C:31](Cl)=O>CC1CCCO1.O>[Cl:1][C:2]1[CH:11]=[CH:10][C:5]([C:6]2[N:7]=[C:31]([C:27]3[S:26][CH:30]=[CH:29][CH:28]=3)[O:9][N:8]=2)=[CH:4][CH:3]=1 |f:1.2,3.4|. Procedure details: The 4-chlorobenzamidoxime (1.00 g, 5.8 mmol) was dissolved in 2-methyltetrahydrofuran (10.0 mL) and water (1.0 mL). A 40% aqueous solution of benzyltrimethylammonium hydroxide (100 uL) was added and the solution heated to 50° C. A 50% aqueous solution of sodium hydroxide (720 mg, 9.00 mmol) and 2-thiophenecarbonyl chloride (939.0 mg, 6.4 mmol) were added dropwise simultaneously over 15 minutes. The temperature of the mixture warmed to 70° C. The mixture was cooled to room temperature and water (...